The task is: describe an organic reaction: reactants, conditions, products, and yield. This data is from the Open Reaction Database (ORD), a public repository of structured organic reaction records. Reactants: C(C)(=O)OC1=C(C=C(C=CC(=O)Cl)C=C1)OC (4-acetoxy-3-methoxycinnamoyl chloride), Cl.CC1CCC(CC1)N (4-methylcyclohexylamine hydrochloride). Solvent: N1=CC=CC=C1 (pyridine). Yields the product CC1CCC(CC1)NC(C=CC1=CC(=C(C=C1)OC(C)=O)OC)=O (N-(4-methylcyclohexyl)-4-acetoxy-3-methoxycinnamamide). Yield: 65.3%. As a reaction SMILES: [C:1]([O:4][C:5]1[CH:15]=[CH:14][C:8]([CH:9]=[CH:10][C:11](Cl)=[O:12])=[CH:7][C:6]=1[O:16][CH3:17])(=[O:3])[CH3:2].Cl.[CH3:19][CH:20]1[CH2:25][CH2:24][CH:23]([NH2:26])[CH2:22][CH2:21]1>N1C=CC=CC=1>[CH3:19][CH:20]1[CH2:25][CH2:24][CH:23]([NH:26][C:11](=[O:12])[CH:10]=[CH:9][C:8]2[CH:14]=[CH:15][C:5]([O:4][C:1](=[O:3])[CH3:2])=[C:6]([O:16][CH3:17])[CH:7]=2)[CH2:22][CH2:21]1 |f:1.2|. Procedure: Using 5.09 g of 4-acetoxy-3-methoxycinnamoyl chloride, 2.98 g of 4-methylcyclohexylamine hydrochloride, and 100 ml of pyridine, a reaction similar to that conducted in Example 53 was carried out. As a result, 4.31 g of N-(4-methylcyclohexyl)-4-acetoxy-3-methoxycinnamamide was obtained as yellowish white crystal, which had the following physiochemical properties: Product: C(C1=CC=CC=C1)(C1=CC=CC=C1)N1C(=C(C2=CC(=CC=C12)Cl)CCOC1=CC=C(C(=O)O)C=C1)CCNS(=O)(=O)CC1=CC=C(C=C1)C#N (4-{2-[1-Benzhydryl-5-chloro-2-(2-{[(4-cyanobenzyl)-sulfonyl]amino}ethyl)-1H-indol-3-yl]ethoxy}benzoic acid). Procedure details: The title compound was prepared from 4-{2-[2-(2-amino-ethyl)-1-benzhydryl-5-chloro-1H-indol-3-yl]-ethoxy}-benzoic acid methyl ester (Step 6, Example 1)and (4-cyano-phenyl)-methanesulfonyl chloride according to Example 1 Step 7. Reaction SMILES: C[O:2][C:3](=[O:39])[C:4]1[CH:9]=[CH:8][C:7]([O:10][CH2:11][CH2:12][C:13]2[C:21]3[C:16](=[CH:17][CH:18]=[C:19]([Cl:22])[CH:20]=3)[N:15]([CH:23]([C:30]3[CH:35]=[CH:34][CH:33]=[CH:32][CH:31]=3)[C:24]3[CH:29]=[CH:28][CH:27]=[CH:26][CH:25]=3)[C:14]=2[CH2:36][CH2:37][NH2:38])=[CH:6][CH:5]=1.[C:40]([C:42]1[CH:47]=[CH:46][C:45]([CH2:48][S:49](Cl)(=[O:51])=[O:50])=[CH:44][CH:43]=1)#[N:41]>>[CH:23]([N:15]1[C:16]2[C:21](=[CH:20][C:19]([Cl:22])=[CH:18][CH:17]=2)[C:13]([CH2:12][CH2:11][O:10][C:7]2[CH:8]=[CH:9][C:4]([C:3]([OH:2])=[O:39])=[CH:5][CH:6]=2)=[C:14]1[CH2:36][CH2:37][NH:38][S:49]([CH2:48][C:45]1[CH:46]=[CH:47][C:42]([C:40]#[N:41])=[CH:43][CH:44]=1)(=[O:51])=[O:50])([C:24]1[CH:25]=[CH:26][CH:27]=[CH:28][CH:29]=1)[C:30]1[CH:35]=[CH:34][CH:33]=[CH:32][CH:31]=1. The reactants are COC(C1=CC=C(C=C1)OCCC1=C(N(C2=CC=C(C=C12)Cl)C(C1=CC=CC=C1)C1=CC=CC=C1)CCN)=O (4-{2-[2-(2-amino-ethyl)-1-benzhydryl-5-chloro-1H-indol-3-yl]-ethoxy}-benzoic acid methyl ester), C(#N)C1=CC=C(C=C1)CS(=O)(=O)Cl ((4-cyano-phenyl)-methanesulfonyl chloride). Reactants: C=O, CCO, O=C1c2cccc3cc4ccccc4c(c23)C(=O)N1CCNCCCNCCN1C(=O)c2cccc3cc4ccccc4c(c23)C1=O. The product is O=C1c2cccc3cc4ccccc4c(c23)C(=O)N1CCN1CCCN(CCN2C(=O)c3cccc4cc5ccccc5c(c34)C2=O)C1. As a reaction SMILES: [CH2:48]=[O:49].[CH3:50][CH2:51][OH:52].[O:1]=[C:2]1[N:3]([CH2:20][CH2:21][NH:22][CH2:23][CH2:24][CH2:25][NH:26][CH2:27][CH2:28][N:29]2[C:30](=[O:47])[c:31]3[c:32]4[c:33]([cH:34][c:35]5[c:36]3[c:37]([cH:40][cH:41][cH:42]5)[C:38]2=[O:39])[cH:43][cH:44][cH:45][cH:46]4)[C:4](=[O:19])[c:5]2[c:6]3[c:7]([cH:8][c:9]4[c:10]([c:11]31)[cH:12][cH:13][cH:14][cH:15]4)[cH:16][cH:17][cH:18]2>>[O:1]=[C:2]1[N:3]([CH2:20][CH2:21][N:22]2[CH2:23][CH2:24][CH2:25][N:26]([CH2:27][CH2:28][N:29]3[C:30](=[O:47])[c:31]4[c:32]5[c:33]([cH:34][c:35]6[c:36]4[c:37]([cH:40][cH:41][cH:42]6)[C:38]3=[O:39])[cH:43][cH:44][cH:45][cH:46]5)[CH2:48]2)[C:4](=[O:19])[c:5]2[c:6]3[c:7]([cH:8][c:9]4[c:10]([c:11]31)[cH:12][cH:13][cH:14][cH:15]4)[cH:16][cH:17][cH:18]2. Starting materials: CC=1C=CC=C2C=CC=C(C12)O (8-methyl-1-naphthol), O (water), COC(Cl)Cl (dichloromethyl methyl ether). Run in ClCCl (dichloromethane), [Ti](Cl)(Cl)(Cl)Cl (titanium tetrachloride). Conditions: time 10 minute. Yields the product OC1=CC=C(C2=CC=CC(=C12)C)C=O (4-hydroxy-5-methyl-1-naphthalenecarbaldehyde). RXN SMILES: [CH3:1][C:2]1[CH:3]=[CH:4][CH:5]=[C:6]2[C:11]=1[C:10]([OH:12])=[CH:9][CH:8]=[CH:7]2.[CH3:13][O:14]C(Cl)Cl.O>ClCCl.[Ti](Cl)(Cl)(Cl)Cl>[OH:12][C:10]1[C:11]2[C:6](=[CH:5][CH:4]=[CH:3][C:2]=2[CH3:1])[C:7]([CH:13]=[O:14])=[CH:8][CH:9]=1. Procedure details: 101.9 g of 8-methyl-1-naphthol was dissolved in 815 ml of dichloromethane, in which 141.6 ml of titanium tetrachloride was gradually dropped under ice-cooling conditions. Thereafter, 93.7 ml of dichloromethyl methyl ether was gradually dropped under ice-cooling conditions. After agitation for 10 minutes, 200 ml of water was gently dropped under ice-cooling conditions. The reaction solution was extracted with ethyl acetate and the resultant organic phase was washed with water. After drying with a...